From a dataset of the Open Reaction Database (ORD), a public repository of structured organic reaction records. describe an organic reaction: reactants, conditions, products, and yield As a reaction SMILES: [CH2:1]([N:8]1[CH2:13][CH2:12][C:11]([O:16][C:17](=[O:19])N)([C:14]#[CH:15])[CH2:10][CH2:9]1)[C:2]1[CH:7]=[CH:6][CH:5]=[CH:4][CH:3]=1.Br.C(O)(=[O:23])C>>[CH2:1]([N:8]1[CH2:13][CH2:12][C:11]2([O:16][C:17](=[O:19])[O:23][C:14]2=[CH2:15])[CH2:10][CH2:9]1)[C:2]1[CH:7]=[CH:6][CH:5]=[CH:4][CH:3]=1. The yield is 59.3%. The reactants are C(C1=CC=CC=C1)N1CCC(CC1)(C#C)OC(N)=O (1-benzyl-4-carbamoyloxy-4-ethynylpiperidine), Br (hydrogen bromide), C(C)(=O)O (acetic acid). Product: C(C1=CC=CC=C1)N1CCC2(C(OC(O2)=O)=C)CC1 (8-benzyl-4-methylene-2-oxo-1,3-dioxa-8-azaspiro[4,5]decane). Reported procedure: 5.16 g of 1-benzyl-4-carbamoyloxy-4-ethynylpiperidine are stirred in 30 ml of 30% by weight solution of hydrogen bromide in acetic acid at room temperature for 6 hours. After evaporating the solvent under reduced pressure and adding 50 ml of water to the residue the base is liberated by sodium hydrogen carbonate. The solid product obtained is filtered, washed to bromide-free with water, dried and recrystallized from n-hexane to give the title compound in 59.3% yield the physical characteristics ... Reactants: Intermediate A8, OC(C(=O)O)CC (2-hydroxy-butyric acid), NC1=NC=C(C=C1)C (2-amino-5-picoline). The product is OC(C(=O)NC1=NC=C(C=C1)C)CC (2-Hydroxy-N-(5-methylpyridin-2-yl)butanamide). RXN SMILES: [OH:1][CH:2]([CH2:6][CH3:7])[C:3](O)=[O:4].[NH2:8][C:9]1[CH:14]=[CH:13][C:12]([CH3:15])=[CH:11][N:10]=1>>[OH:1][CH:2]([CH2:6][CH3:7])[C:3]([NH:8][C:9]1[CH:14]=[CH:13][C:12]([CH3:15])=[CH:11][N:10]=1)=[O:4]. Reported procedure: The title compound was prepared in a manner similar to that described for Intermediate A8, starting from 2-hydroxy-butyric acid and 2-amino-5-picoline, The reactants are FC1=C(C=CC(=C1)F)C1(OCC(O1)COC1=CC=C(C=C1)N1CCN(CC1)C1=CC=C(C=C1)N1C=NN(C1=O)C1=C(C[C@H](NC(CC)C)C(=O)O)C=CC=C1)CN1N=CN=C1 (2-[4-[4-[4-[4-[[2-(2,4-difluorophenyl)-2-(1H-1,2,4-triazol-1-ylmethyl)-1,3-dioxolan-4-yl]methoxy]-phenyl]-1-piperazinyl]-phenyl]-4,5-dihydro-5-oxo-1H-1,2,4-triazol-1-yl]-1-methylpropyl L-phenylalanine), C(\C=C/C(=O)O)(=O)O ((Z)-2-butenedioic acid). The solvent is CC(C)=O (2-propanone), CC(C)=O (2-propanone). Conditions: time 16 hour. The product is C(\C=C/C(=O)O)(=O)O.FC1=C(C=CC(=C1)F)C1(OCC(O1)COC1=CC=C(C=C1)N1CCN(CC1)C1=CC=C(C=C1)N1C=NN(C1=O)C1=C(C[C@H](NC(CC)C)C(=O)O)C=CC=C1)CN1N=CN=C1 (2-[4-[4-[4-[4[[-2-(2,4-difluorophenyl)-2-(1H-1,2,4-triazol-1-ylmethyl)-1,3-dioxolan-4-yl]methoxy]-phenyl]-1-piperazinyl]-phenyl]-4,5-dihydro-5-oxo-1H-1,2,4-triazol-1-yl]-1-methylpropyl L-phenylalanine (Z)-2-butenedioate). RXN SMILES: [F:1][C:2]1[CH:7]=[C:6]([F:8])[CH:5]=[CH:4][C:3]=1[C:9]1([CH2:56][N:57]2[CH:61]=[N:60][CH:59]=[N:58]2)[O:13][CH:12]([CH2:14][O:15][C:16]2[CH:21]=[CH:20][C:19]([N:22]3[CH2:27][CH2:26][N:25]([C:28]4[CH:33]=[CH:32][C:31]([N:34]5[C:38](=[O:39])[N:37]([C:40]6[CH:55]=[CH:54][CH:53]=[CH:52][C:41]=6[CH2:42][C@@H:43]([C:49]([OH:51])=[O:50])[NH:44][CH:45]([CH3:48])[CH2:46][CH3:47])[N:36]=[CH:35]5)=[CH:30][CH:29]=4)[CH2:24][CH2:23]3)=[CH:18][CH:17]=2)[CH2:11][O:10]1.[C:62]([OH:69])(=[O:68])/[CH:63]=[CH:64]\[C:65]([OH:67])=[O:66]>CC(=O)C>[C:62]([OH:69])(=[O:68])/[CH:63]=[CH:64]\[C:65]([OH:67])=[O:66].[F:1][C:2]1[CH:7]=[C:6]([F:8])[CH:5]=[CH:4][C:3]=1[C:9]1([CH2:56][N:57]2[CH:61]=[N:60][CH:59]=[N:58]2)[O:13][CH:12]([CH2:14][O:15][C:16]2[CH:21]=[CH:20][C:19]([N:22]3[CH2:27][CH2:26][N:25]([C:28]4[CH:33]=[CH:32][C:31]([N:34]5[C:38](=[O:39])[N:37]([C:40]6[CH:55]=[CH:54][CH:53]=[CH:52][C:41]=6[CH2:42][C@@H:43]([C:49]([OH:51])=[O:50])[NH:44][CH:45]([CH3:48])[CH2:46][CH3:47])[N:36]=[CH:35]5)=[CH:30][CH:29]=4)[CH2:24][CH2:23]3)=[CH:18][CH:17]=2)[CH2:11][O:10]1 |f:3.4|. Procedure: Compound 23 (0.00359 mol) was dissolved in 2-propanone (25 ml). A solution of (Z)-2-butenedioic acid (0.00359 mol) in 2-propanone (5 ml) was added. The mixture was stirred for 16 hours. The precipitate was filtered off, washed with 2-propanone (2.5 ml), and dried, yielding 3.12 g [2S-[2α,4α[(R*,R*)]]]-2-[4-[4-[4-[4[[-2-(2,4-difluorophenyl)-2-(1H-1,2,4-triazol-1-ylmethyl)-1,3-dioxolan-4-yl]methoxy]-phenyl]-1-piperazinyl]-phenyl]-4,5-dihydro-5-oxo-1H-1,2,4-triazol-1-yl]-1-methylpropyl L-phenylalan... Starting materials: CC1=C(C=2C(=C(N=C(C2)CN2CCN(CC2)C)N2CC3=CC=CC=C3CC2)N1)C (2-[2,3-dimethyl-5-(4-methylpiperazin-1-ylmethyl)-1H-pyrrolo[2,3-c]pyridin-7-yl]-1,2,3,4-tetrahydroisoquinoline), Cl (hydrochloric acid). The solvent is C(C)(=O)OCC (ethyl acetate). The product is Cl.CC1=C(C=2C(=C(N=C(C2)CN2CCN(CC2)C)N2CC3=CC=CC=C3CC2)N1)C (2-[2,3-dimethyl-5-(4-methylpiperazin-1-ylmethyl)-1H-pyrrolo[2,3-c]pyridin-7-yl]-1,2,3,4-tetrahydroisoquinoline hydrochloride). Reaction SMILES: [CH3:1][C:2]1[NH:28][C:5]2=[C:6]([N:18]3[CH2:27][CH2:26][C:25]4[C:20](=[CH:21][CH:22]=[CH:23][CH:24]=4)[CH2:19]3)[N:7]=[C:8]([CH2:10][N:11]3[CH2:16][CH2:15][N:14]([CH3:17])[CH2:13][CH2:12]3)[CH:9]=[C:4]2[C:3]=1[CH3:29].[ClH:30]>C(OCC)(=O)C>[ClH:30].[CH3:1][C:2]1[NH:28][C:5]2=[C:6]([N:18]3[CH2:27][CH2:26][C:25]4[C:20](=[CH:21][CH:22]=[CH:23][CH:24]=4)[CH2:19]3)[N:7]=[C:8]([CH2:10][N:11]3[CH2:12][CH2:13][N:14]([CH3:17])[CH2:15][CH2:16]3)[CH:9]=[C:4]2[C:3]=1[CH3:29] |f:3.4|. Reported procedure: A solution of 2-[2,3-dimethyl-5-(4-methylpiperazin-1-ylmethyl)-1H-pyrrolo[2,3-c]pyridin-7-yl]-1,2,3,4-tetrahydroisoquinoline prepared in Step 1 in ethyl acetate was saturated with hydrochloric acid gas and filtered. The resulting solid was dried under reduced pressure to give 3,4 mg of the titled compound as a white solid. Starting materials: C1(=CC=CC=C1)S(=O)(=O)NCC=1N=C(SC1)N1CC(C1)OS(=O)(=O)C (1-[4-(benzenesulfonylamino)methyl-1,3-thiazol-2-yl]-3-methanesulfonyloxyazetidine), C(C)(=S)[O-].[K+] (potassium thioacetate). Solvent: CN(C=O)C (dimethylformamide). Reaction conditions: temperature 90 celsius, time 4 hour. Product: C(C)(=O)SC1CN(C1)C=1SC=C(N1)CNS(=O)(=O)C1=CC=CC=C1 (3-acetylthio-1-[4-(benzenesulfonylamino)methyl-1,3-thiazol-2-yl]azetidine). Yield: 87.5%. Reaction SMILES: [C:1]1([S:7]([NH:10][CH2:11][C:12]2[N:13]=[C:14]([N:17]3[CH2:20][CH:19](OS(C)(=O)=O)[CH2:18]3)[S:15][CH:16]=2)(=[O:9])=[O:8])[CH:6]=[CH:5][CH:4]=[CH:3][CH:2]=1.[C:26]([O-:29])(=[S:28])[CH3:27].[K+]>CN(C)C=O>[C:26]([S:28][CH:19]1[CH2:18][N:17]([C:14]2[S:15][CH:16]=[C:12]([CH2:11][NH:10][S:7]([C:1]3[CH:2]=[CH:3][CH:4]=[CH:5][CH:6]=3)(=[O:8])=[O:9])[N:13]=2)[CH2:20]1)(=[O:29])[CH3:27] |f:1.2|. Reported procedure: To a solution of 1-[4-(benzenesulfonylamino)methyl-1,3-thiazol-2-yl]-3-methanesulfonyloxyazetidine (1.16 g, 2.98 mmol) (obtained as described in Reference Example 65(3)) in dimethylformamide (35 ml) was added potassium thioacetate (2.04 g, 17.9 mmol) at room temperature, and the mixture was stirred in an oil bath (90° C.) for 4 hours. After checking the completion of the reaction, the mixture was partitioned between ethyl acetate and 10% aqueous sodium chloride solution. The organic layer was wa... Reactants: CC(=O)Nc1ccc(C=O)cc1, C1CCNCC1, Cc1cnc2c(c1)C(=O)CCC2, CCOC(C)=O. Yields the product CC(=O)Nc1ccc(C=C2CCc3ncc(C)cc3C2=O)cc1. RXN SMILES: [C:13]([CH3:14])(=[O:15])[NH:16][c:17]1[cH:18][cH:19][c:20]([CH:21]=[O:22])[cH:23][cH:24]1.[CH2:25]1[CH2:26][CH2:27][NH:28][CH2:29][CH2:30]1.[CH3:1][c:2]1[cH:3][n:4][c:5]2[c:10]([cH:11]1)[C:9](=[O:12])[CH2:8][CH2:7][CH2:6]2.[CH3:31][CH2:32][O:33][C:34](=[O:35])[CH3:36]>>[CH3:1][c:2]1[cH:3][n:4][c:5]2[c:10]([cH:11]1)[C:9](=[O:12])[C:8](=[CH:21][c:20]1[cH:19][cH:18][c:17]([NH:16][C:13]([CH3:14])=[O:15])[cH:24][cH:23]1)[CH2:7][CH2:6]2.